This data is from the Open Reaction Database (ORD), a public repository of structured organic reaction records. The task is: describe an organic reaction: reactants, conditions, products, and yield Starting materials: C(C)(C)(C)C1=NN(C(=C1)NC(NC1=CC=C(C2=CC=CC=C12)OCC(C)C1=CC(=NC=C1)NC(OC(C)(C)C)=O)=O)C1=CC=C(C=C1)C (tert-Butyl 4-(1-(4-(3-(3-tert-butyl-1-p-tolyl-1H-pyrazol-5-yl)ureido)naphthalen-1-yloxy)propan-2-yl)pyridin-2-ylcarbamate), C(=O)(C(F)(F)F)O (TFA). Run in C(Cl)Cl (DCM). Reaction conditions: time 1 hour. Yields the product NC1=NC=CC(=C1)C(COC1=CC=C(C2=CC=CC=C12)NC(=O)NC1=CC(=NN1C1=CC=C(C=C1)C)C(C)(C)C)C (1-(4-(2-(2-Aminopyridin-4-yl)propoxy)naphthalen-1-yl)-3-(3-tert-butyl-1-p-tolyl-1H-pyrazol-5-yl)urea). Isolated yield 101.1%. As a reaction SMILES: [C:1]([C:5]1[CH:9]=[C:8]([NH:10][C:11](=[O:41])[NH:12][C:13]2[C:22]3[C:17](=[CH:18][CH:19]=[CH:20][CH:21]=3)[C:16]([O:23][CH2:24][CH:25]([C:27]3[CH:32]=[CH:31][N:30]=[C:29]([NH:33]C(=O)OC(C)(C)C)[CH:28]=3)[CH3:26])=[CH:15][CH:14]=2)[N:7]([C:42]2[CH:47]=[CH:46][C:45]([CH3:48])=[CH:44][CH:43]=2)[N:6]=1)([CH3:4])([CH3:3])[CH3:2].C(O)(C(F)(F)F)=O>C(Cl)Cl>[NH2:33][C:29]1[CH:28]=[C:27]([CH:25]([CH3:26])[CH2:24][O:23][C:16]2[C:17]3[C:22](=[CH:21][CH:20]=[CH:19][CH:18]=3)[C:13]([NH:12][C:11]([NH:10][C:8]3[N:7]([C:42]4[CH:43]=[CH:44][C:45]([CH3:48])=[CH:46][CH:47]=4)[N:6]=[C:5]([C:1]([CH3:4])([CH3:3])[CH3:2])[CH:9]=3)=[O:41])=[CH:14][CH:15]=2)[CH:32]=[CH:31][N:30]=1. Procedure details: To a suspension of the tert-butyl carbamate (56) (0.57 g, 0.88 mmol) in DCM (10.0 mL) was added TFA (5.0 mL) and the resulting dark green solution stirred at RT for 1 hr. The mixture was evaporated in vacuo and the residue was dissolved in MeOH (10.0 mL) and subjected to SCX capture and release to afford the title compound (Intermediate K) as a red oil (488 mg, 98%): m/z 549 (M+H)+ (ES+). The reactants are CO, CC(C)=O, O=Cn1[nH]c(=Nc2cc(Oc3ncccc3C(F)(F)F)c(Cl)cc2F)sc1=O, Cl. Product: O=c1[nH][nH]c(=Nc2cc(Oc3ncccc3C(F)(F)F)c(Cl)cc2F)s1. RXN SMILES: [CH3:30][OH:31].[CH3:32][C:33](=[O:34])[CH3:35].[Cl:2][c:3]1[cH:4][c:5]([F:29])[c:6]([N:20]=[c:21]2[nH:22][n:23]([CH:27]=[O:28])[c:24](=[O:26])[s:25]2)[cH:7][c:8]1[O:9][c:10]1[n:11][cH:12][cH:13][cH:14][c:15]1[C:16]([F:17])([F:18])[F:19].[ClH:1]>>[Cl:2][c:3]1[cH:4][c:5]([F:29])[c:6]([N:20]=[c:21]2[nH:22][nH:23][c:24](=[O:26])[s:25]2)[cH:7][c:8]1[O:9][c:10]1[n:11][cH:12][cH:13][cH:14][c:15]1[C:16]([F:17])([F:18])[F:19]. The reactants are CC1(OB(OC1(C)C)C1=CC2=C(OCCN2C(=O)OC(C)(C)C)C=C1)C (tert-butyl 6-(4,4,5,5-tetramethyl-1,3,2-dioxaborolan-2-yl)-2H-benzo[b][1,4]oxazine-4(3H)-carboxylate), BrC1=CC=C(C(=N1)C(=O)OC)OCCCOC1=CC=CC=C1 (methyl 6-bromo-3-(3-phenoxypropoxy)picolinate), C(=O)([O-])[O-].[K+].[K+] (K2CO3), O1CCOCC1 (1,4-dioxane). Reagents/catalysts: [Br-].C(CCC)[N+](CCCC)(CCCC)CCCC (tetrabutyl ammonium bromide), Cl[Pd]([P](C1=CC=CC=C1)(C2=CC=CC=C2)C3=CC=CC=C3)([P](C4=CC=CC=C4)(C5=CC=CC=C5)C6=CC=CC=C6)Cl (dichlorobis(triphenylphosphine)palladium). Solvent: CCOC(=O)C (EtOAc). Conditions: temperature 90 celsius. Product: COC(=O)C1=C(C=CC(=N1)C1=CC2=C(OCCN2C(=O)OC(C)(C)C)C=C1)OCCCOC1=CC=CC=C1 (tert-butyl 6-(6-(methoxycarbonyl)-5-(3-phenoxypropoxy)pyridin-2-yl)-2H-benzo[b][1,4]oxazine-4(3H)-carboxylate), COC(=O)C1=C(C=CC(=N1)C1=CC2=C(OCCN2C(=O)OCCCC)C=C1)OCCCOC1=CC=CC=C1 (butyl 6-(6-(methoxycarbonyl)-5-(3-phenoxypropoxy)pyridin-2-yl)-2H-benzo[b][1,4]oxazine-4(3H)-carboxylate). RXN SMILES: CC1(C)C(C)(C)OB([C:9]2[CH:25]=[CH:24][C:12]3[O:13][CH2:14][CH2:15][N:16]([C:17]([O:19][C:20]([CH3:23])([CH3:22])[CH3:21])=[O:18])[C:11]=3[CH:10]=2)O1.Br[C:28]1[N:33]=[C:32]([C:34]([O:36][CH3:37])=[O:35])[C:31]([O:38][CH2:39][CH2:40][CH2:41][O:42][C:43]2[CH:48]=[CH:47][CH:46]=[CH:45][CH:44]=2)=[CH:30][CH:29]=1.C([O-])([O-])=O.[K+].[K+].O1CCO[CH2:57][CH2:56]1>[Br-].C([N+](CCCC)(CCCC)CCCC)CCC.CCOC(C)=O.Cl[Pd](Cl)([P](C1C=CC=CC=1)(C1C=CC=CC=1)C1C=CC=CC=1)[P](C1C=CC=CC=1)(C1C=CC=CC=1)C1C=CC=CC=1>[CH3:37][O:36][C:34]([C:32]1[N:33]=[C:28]([C:9]2[CH:25]=[CH:24][C:12]3[O:13][CH2:14][CH2:15][N:16]([C:17]([O:19][C:20]([CH3:21])([CH3:22])[CH3:23])=[O:18])[C:11]=3[CH:10]=2)[CH:29]=[CH:30][C:31]=1[O:38][CH2:39][CH2:40][CH2:41][O:42][C:43]1[CH:48]=[CH:47][CH:46]=[CH:45][CH:44]=1)=[O:35].[CH3:37][O:36][C:34]([C:32]1[N:33]=[C:28]([C:9]2[CH:25]=[CH:24][C:12]3[O:13][CH2:14][CH2:15][N:16]([C:17]([O:19][CH2:20][CH2:23][CH2:56][CH3:57])=[O:18])[C:11]=3[CH:10]=2)[CH:29]=[CH:30][C:31]=1[O:38][CH2:39][CH2:40][CH2:41][O:42][C:43]1[CH:48]=[CH:47][CH:46]=[CH:45][CH:44]=1)=[O:35] |f:2.3.4,6.7,^1:87,106|. Reported procedure: A mixture of tert-butyl 6-(4,4,5,5-tetramethyl-1,3,2-dioxaborolan-2-yl)-2H-benzo[b][1,4]oxazine-4(3H)-carboxylate (53B) (72 mg, 0.20 mmol), methyl 6-bromo-3-(3-phenoxypropoxy)picolinate (26C) (72 mg, 0.20 mmol), K2CO3 (30 mg, 0.22 mmol in 0.5 mL of water), tetrabutyl ammonium bromide (64 mg, 0.20 mmol) and dichlorobis(triphenylphosphine)palladium (II) (10 mg, catalytic amount) in 1,4-dioxane (5 mL) was heated to 90° C. for 6 hours. The reaction mixture was cooled to rt, diluted with EtOAc, filte... Reactants: COc1ccc(CCN)cc1OC, Cc1ccccc1, CCOC(C)=O, O=C(O)CCc1ccc(C(F)(F)F)cc1. The product is COc1ccc(CCNC(=O)CCc2ccc(C(F)(F)F)cc2)cc1OC. Reaction SMILES: [CH3:1][O:2][c:3]1[cH:4][c:5]([CH2:6][CH2:7][NH2:8])[cH:9][cH:10][c:11]1[O:12][CH3:13].[CH3:29][c:30]1[cH:31][cH:32][cH:33][cH:34][cH:35]1.[CH3:36][CH2:37][O:38][C:39](=[O:40])[CH3:41].[F:14][C:15]([c:16]1[cH:17][cH:18][c:19]([CH2:20][CH2:21][C:22](=[O:23])[OH:24])[cH:25][cH:26]1)([F:27])[F:28]>>[CH3:1][O:2][c:3]1[cH:4][c:5]([CH2:6][CH2:7][NH:8][C:22]([CH2:21][CH2:20][c:19]2[cH:18][cH:17][c:16]([C:15]([F:14])([F:27])[F:28])[cH:26][cH:25]2)=[O:23])[cH:9][cH:10][c:11]1[O:12][CH3:13].